Dataset: the Open Reaction Database (ORD), a public repository of structured organic reaction records. Task: describe an organic reaction: reactants, conditions, products, and yield Starting materials: CN=C=S (Methyl isothiocyanate), NC1=CC=C(C=C1)C=1C(NC(NN1)=O)C (6-(4-aminophenyl)-5-methyl-4,5-dihydro-1,2,4-triazin-3(2H)-one), C (charcoal). Run in CN(C=O)C (N,N-dimethylformamide). Conditions: temperature 110 celsius, time 4 hour. The product is CNC(NC1=CC=C(C=C1)C=1C(NC(NN1)=O)C)=S (6-[4-(3-methylthioureido)phenyl]-5-methyl-4,5-dihydro-1,2,4-triazin-3(2H)-one). The yield is 99.4%. Reaction SMILES: [CH3:1][N:2]=[C:3]=[S:4].[NH2:5][C:6]1[CH:11]=[CH:10][C:9]([C:12]2[CH:13]([CH3:19])[NH:14][C:15](=[O:18])[NH:16][N:17]=2)=[CH:8][CH:7]=1.C>CN(C)C=O>[CH3:1][NH:2][C:3](=[S:4])[NH:5][C:6]1[CH:7]=[CH:8][C:9]([C:12]2[CH:13]([CH3:19])[NH:14][C:15](=[O:18])[NH:16][N:17]=2)=[CH:10][CH:11]=1. Procedure: Methyl isothiocyanate (0.788 g) was added to a solution of 6-(4-aminophenyl)-5-methyl-4,5-dihydro-1,2,4-triazin-3(2H)-one (2 g) in N,N-dimethylformamide (20 ml) and the mixture was stirred for 4 hours at 110° C. After cooling, the mixture was treated with activated charcoal and evaporated in vacuo. The residual solid was washed with water and dried to give 6-[4-(3-methylthioureido)phenyl]-5-methyl-4,5-dihydro-1,2,4-triazin-3(2H)-one (2.7 g).